Dataset: the Open Reaction Database (ORD), a public repository of structured organic reaction records. Task: describe an organic reaction: reactants, conditions, products, and yield Starting materials: O (water), [H-].[Na+] (Sodium hydride), ClC1=CC=C(C=C1)C1=CC=C(C=C1)C(C)O (1-[4-(4-chlorophenyl)phenyl]ethanol), BrC(C(=O)OCC)C (ethyl 2-bromopropionate). Solvent: CN(C=O)C (dimethylformamide). Run at time 16 hour. Product: ClC1=CC=C(C=C1)C1=CC=C(C=C1)C(C)OC(C(=O)OCC)C (ethyl 2-{1-[4-(4-chlorophenyl)phenyl]ethoxy}propionate). As a reaction SMILES: [H-].[Na+].[Cl:3][C:4]1[CH:9]=[CH:8][C:7]([C:10]2[CH:15]=[CH:14][C:13]([CH:16]([OH:18])[CH3:17])=[CH:12][CH:11]=2)=[CH:6][CH:5]=1.Br[CH:20]([CH3:26])[C:21]([O:23][CH2:24][CH3:25])=[O:22].O>CN(C)C=O>[Cl:3][C:4]1[CH:5]=[CH:6][C:7]([C:10]2[CH:15]=[CH:14][C:13]([CH:16]([O:18][CH:20]([CH3:26])[C:21]([O:23][CH2:24][CH3:25])=[O:22])[CH3:17])=[CH:12][CH:11]=2)=[CH:8][CH:9]=1 |f:0.1|. Procedure details: Sodium hydride (0.7 g., 80% w/w suspension in mineral oil) was added gradually to a stirred solution of 1-[4-(4-chlorophenyl)phenyl]ethanol (4.7 g.) in dry dimethylformamide (20 ml.), keeping the temperature below 40° C. After 30 minutes stirring ethyl 2-bromopropionate (2.6 ml.) was then added, keeping the temperature below 30° C. After stirring for 16 hours at room temperature, the mixture was poured into water (150 ml.), and the subsequent mixture was extracted with ether. The combined extrac... Starting materials: N (ammonia), Cl.ClC1=C(C=CC(=C1)N)O (2-chloro-4-amino phenol hydrochloride), NC=1C=C(C=CC1O)O (3-amino-4-hydroxy phenol), OO (H2O2). Solvent: O (water), O (water). Run at time 5 hour. The product is NC=1C(C=C(C(C1)=O)NC1=CC(=C(C=C1)O)Cl)=O (2-amino-5-(3'-chloro-4'-hydroxyanilino)-1,4-benzoquinone). Reaction SMILES: [NH2:1][C:2]1[CH:3]=[C:4]([OH:9])[CH:5]=[CH:6][C:7]=1[OH:8].N.OO.Cl.[Cl:14][C:15]1[CH:20]=[C:19]([NH2:21])[CH:18]=[CH:17][C:16]=1[OH:22]>O>[NH2:1][C:2]1[C:7](=[O:8])[CH:6]=[C:5]([NH:21][C:19]2[CH:18]=[CH:17][C:16]([OH:22])=[C:15]([Cl:14])[CH:20]=2)[C:4](=[O:9])[CH:3]=1 |f:3.4|. Procedure: 0.02 mole (2.78 g) of 3-amino-4-hydroxy phenol is dissolved in 200 cc of water to which have been added 20 cc of ammonia (22° Be'). To this solution there are initially added 100 cc of H2O2 (20 volumes) and then immediately thereafter, which good agitation, 0.02 mole (3.60 g) of 2-chloro-4-amino phenol hydrochloride in 200 cc of water. The reaction mixture is left to stand for 5 hours at ambient temperature at which time it is filtered to recover the 2-amino-5-(3'-chloro-4'-hydroxyanilino)-1,4-b... RXN SMILES: [C:30](=[O:31])([O-:32])[O-:33].[CH2:1]([CH3:2])[c:3]1[n:4][nH:5][c:6]([C:11](=[O:12])[NH2:13])[c:7]1[N+:8](=[O:9])[O-:10].[CH3:36][N:37]([CH3:38])[CH:39]=[O:40].[Cl:15][CH2:16][CH2:17][N:18]1[CH2:19][CH2:20][O:21][CH2:22][CH2:23]1.[ClH:14].[Cs+:34].[Cs+:35].[K+:24].[K+:25].[O-:26][C:27]([O-:28])=[O:29]>>[CH2:1]([CH3:2])[c:3]1[n:4]([CH2:16][CH2:17][N:18]2[CH2:19][CH2:20][O:21][CH2:22][CH2:23]2)[n:5][c:6]([C:11](=[O:12])[NH2:13])[c:7]1[N+:8](=[O:9])[O-:10]. Yields the product CCc1c([N+](=O)[O-])c(C(N)=O)nn1CCN1CCOCC1. The reactants are O=C([O-])[O-], CCc1n[nH]c(C(N)=O)c1[N+](=O)[O-], CN(C)C=O, ClCCN1CCOCC1, Cl, [Cs+], [Cs+], [K+], [K+], O=C([O-])[O-]. Starting materials: ClC1=C(C=C(C=C1)OCC1=CC(=CC=C1)OC)C(=O)NCC1=CC=C(C(=O)OC)C=C1 (methyl 4-[({[2-chloro-5-({[3-(methyloxy)phenyl]methyl}oxy)phenyl]carbonyl}amino)methyl]benzoate), [OH-].[Li+] (lithium hydroxide). Solvent: O1CCOCC1 (dioxane), O (H2O). Product: ClC1=C(C=C(C=C1)OCC1=CC(=CC=C1)OC)C(=O)NCC1=CC=C(C(=O)O)C=C1 (4-[({[2-chloro-5-({[3-(methyloxy)phenyl]methyl}oxy)phenyl]carbonyl}amino)methyl]benzoic acid). Reaction SMILES: [Cl:1][C:2]1[CH:7]=[CH:6][C:5]([O:8][CH2:9][C:10]2[CH:15]=[CH:14][CH:13]=[C:12]([O:16][CH3:17])[CH:11]=2)=[CH:4][C:3]=1[C:18]([NH:20][CH2:21][C:22]1[CH:31]=[CH:30][C:25]([C:26]([O:28]C)=[O:27])=[CH:24][CH:23]=1)=[O:19].[OH-].[Li+]>O1CCOCC1.O>[Cl:1][C:2]1[CH:7]=[CH:6][C:5]([O:8][CH2:9][C:10]2[CH:15]=[CH:14][CH:13]=[C:12]([O:16][CH3:17])[CH:11]=2)=[CH:4][C:3]=1[C:18]([NH:20][CH2:21][C:22]1[CH:23]=[CH:24][C:25]([C:26]([OH:28])=[O:27])=[CH:30][CH:31]=1)=[O:19] |f:1.2|. Procedure details: A solution of methyl 4-[({[2-chloro-5-({[3-(methyloxy)phenyl]methyl}oxy)phenyl]carbonyl}amino)methyl]benzoate (106 mg, 0.24 mmol) and lithium hydroxide (2 eq, 20 mg, 0.48 mmol) in dioxane (3 ml) and H2O (1.5 ml) was heated at 65° C. for 3 hours. On cooling solvent was evaporated in vacuo, residue acidified with 2M HCl and filtered to give the title compound as a white solid. MS (ES+) m/z 426 [M+H]+ (C23H2035ClNO5). 1H-NMR (400 MHz, d6-DMSO) δ 3.76 (3H, s), 4.50 (2H, d, J 6), 5.12 (2H, s), 6.91 1...